This data is from the Open Reaction Database (ORD), a public repository of structured organic reaction records. The task is: describe an organic reaction: reactants, conditions, products, and yield Reactants: [H-].[Na+] (sodium hydride), N1C=CC2=CC=CC=C12 (Indole), C1(=CC=C(C=C1)S(=O)(=O)OCCCl)C (2-chloroethyl p-toluenesulfonate). Solvent: O1CCCC1 (tetrahydrofuran), O1CCCC1 (tetrahydrofuran). Product: ClCCN1C=CC2=CC=CC=C12 (1-(2-chloroethyl)indole). Yield: 40.8%. RXN SMILES: [H-].[Na+].[NH:3]1[C:11]2[C:6](=[CH:7][CH:8]=[CH:9][CH:10]=2)[CH:5]=[CH:4]1.C1(C)C=CC(S(O[CH2:22][CH2:23][Cl:24])(=O)=O)=CC=1>O1CCCC1>[Cl:24][CH2:23][CH2:22][N:3]1[C:11]2[C:6](=[CH:7][CH:8]=[CH:9][CH:10]=2)[CH:5]=[CH:4]1 |f:0.1|. Reported procedure: An oil dispersion (7.2 g) of sodium hydride (0.21 mol) and tetrahydrofuran (50 ml) were placed in a 500-ml flask equipped with a stirrer and a condenser tube, and the mixture was stirred in an ice-water bath. Indole (24.60 g, 0.21 mol) dissolved in tetrahydrofuran (100 ml) was gradually added dropwise to the mixture. After completion of addition, the ice-water bath was removed, and the mixture was stirred for one hour at room temperature. Subsequently, 2-chloroethyl p-toluenesulfonate (49.29 g, ... Reactants: C1CCOC1, Cc1nc(Cl)c2c(n1)N(c1ccc(S(C)(=O)=O)cc1F)CC2, [H-], [Na+], CC(C)(C)OC(=O)N1CCC(O)CC1. The product is Cc1nc(OC2CCN(C(=O)OC(C)(C)C)CC2)c2c(n1)N(c1ccc(S(C)(=O)=O)cc1F)CC2. RXN SMILES: [CH2:39]1[O:40][CH2:41][CH2:42][CH2:43]1.[Cl:17][c:18]1[c:19]2[c:20]([n:21][c:22]([CH3:24])[n:23]1)[N:25]([c:28]1[c:29]([F:38])[cH:30][c:31]([S:34](=[O:35])(=[O:36])[CH3:37])[cH:32][cH:33]1)[CH2:26][CH2:27]2.[H-:16].[Na+:15].[OH:1][CH:2]1[CH2:3][CH2:4][N:5]([C:8](=[O:9])[O:10][C:11]([CH3:12])([CH3:13])[CH3:14])[CH2:6][CH2:7]1>>[O:1]([CH:2]1[CH2:3][CH2:4][N:5]([C:8](=[O:9])[O:10][C:11]([CH3:12])([CH3:13])[CH3:14])[CH2:6][CH2:7]1)[c:18]1[c:19]2[c:20]([n:21][c:22]([CH3:24])[n:23]1)[N:25]([c:28]1[c:29]([F:38])[cH:30][c:31]([S:34](=[O:35])(=[O:36])[CH3:37])[cH:32][cH:33]1)[CH2:26][CH2:27]2. Reactants: Cl (hydrogen chloride), N1=C(C=CC=C1)NC1=C(C=CC=C1)N (N-(2-pyridyl)-o-phenylenediamine), CC1=CC=C(/C=C/C(=O)Cl)C=C1 ((E)-4-methylcinnamoyl chloride), N1=C(C=CC=C1)N1C(=NC2=C1C=CC=C2)\C=C\C2=CC=CC=C2 ((E)-1-(2-pyridyl)-2-styryl-1H-benzimidazole). Run in CO (methanol). Product: Cl.N1=C(C=CC=C1)N1C(=NC2=C1C=CC=C2)\C=C\C2=CC=C(C=C2)C ((E)-1-(2-Pyridyl)-2-(4-methylstyryl)-1H-benzimidazole hydrochloride). Reaction SMILES: [N:1]1[CH:6]=[CH:5][CH:4]=[CH:3][C:2]=1[NH:7][C:8]1[CH:13]=[CH:12][CH:11]=[CH:10][C:9]=1[NH2:14].[CH3:15][C:16]1[CH:26]=[CH:25][C:19](/[CH:20]=[CH:21]/[C:22]([Cl:24])=O)=[CH:18][CH:17]=1.N1C=CC=CC=1N1C2C=CC=CC=2N=C1/C=C/C1C=CC=CC=1.Cl>CO>[ClH:24].[N:1]1[CH:6]=[CH:5][CH:4]=[CH:3][C:2]=1[N:7]1[C:8]2[CH:13]=[CH:12][CH:11]=[CH:10][C:9]=2[N:14]=[C:22]1/[CH:21]=[CH:20]/[C:19]1[CH:25]=[CH:26][C:16]([CH3:15])=[CH:17][CH:18]=1 |f:5.6|. Procedure: Free base of the titled compound was prepared from N-(2-pyridyl)-o-phenylenediamine and (E)-4-methylcinnamoyl chloride (Aitken, R. A.; Boeters, C.; Morrison, J. J. J. Chem. Soc. Perkin Trans.I; 1994, 17, 2473) according to the preparation of (E)-1-(2-pyridyl)-2-styryl-1H-benzimidazole (Example 1, method A). The free base was dissolved with a 10% methanol solution of hydrogen chloride (5 ml). Concentration and recrystallization from ethyl acetate/ethanol yielded the titled compound. MW: 347.85; m... Procedure details: To a solution of 250 mg (0.59 mmol) 4-benzyloxycarbonylamino-3-methanesulfonyloxy-butyric acid benzyl ester in 5 ml DMF were added sequentially 68 mg (1.0 equiv.) potassium thioacetate and 101 μl (1.0 equiv.) DIPEA. The reaction mixture was stirred for 2 h at 80° C. under argon and light protection. Further 68 mg (1.0 equiv.) potassium thioacetate and 101 μl (1.0 equiv.) DIPEA were added. After stirring for another 2 h at 80° C., the mixture was poured into 10 ml water and extracted three times ... Reaction conditions: temperature 80 celsius, time 2 hour. Run in CN(C)C=O (DMF). Yields the product C(C1=CC=CC=C1)OC(CC(CNC(=O)OCC1=CC=CC=C1)SC(C)=O)=O (3-acetylsulfanyl-4-benzyloxycarbonylamino-butyric acid benzyl ester). Reactants: C(C1=CC=CC=C1)OC(CC(CNC(=O)OCC1=CC=CC=C1)OS(=O)(=O)C)=O (4-benzyloxycarbonylamino-3-methanesulfonyloxy-butyric acid benzyl ester), C(C)(=S)[O-].[K+] (potassium thioacetate), CCN(C(C)C)C(C)C (DIPEA), C(C)(=S)[O-].[K+] (potassium thioacetate), CCN(C(C)C)C(C)C (DIPEA), O (water). Reaction SMILES: [CH2:1]([O:8][C:9](=[O:29])[CH2:10][CH:11](OS(C)(=O)=O)[CH2:12][NH:13][C:14]([O:16][CH2:17][C:18]1[CH:23]=[CH:22][CH:21]=[CH:20][CH:19]=1)=[O:15])[C:2]1[CH:7]=[CH:6][CH:5]=[CH:4][CH:3]=1.[C:30]([O-:33])(=[S:32])[CH3:31].[K+].CCN(C(C)C)C(C)C.O>CN(C=O)C>[CH2:1]([O:8][C:9](=[O:29])[CH2:10][CH:11]([S:32][C:30](=[O:33])[CH3:31])[CH2:12][NH:13][C:14]([O:16][CH2:17][C:18]1[CH:19]=[CH:20][CH:21]=[CH:22][CH:23]=1)=[O:15])[C:2]1[CH:3]=[CH:4][CH:5]=[CH:6][CH:7]=1 |f:1.2|. The reactants are CC(C)(C)[Si](C)(C)OCCc1cccc(-c2ocnc2C(=O)O)c1, ClCCCl, CC1(c2ccc(Cn3ccc(N)n3)o2)OCCO1, CN(C)c1ccncc1, CCN(C(C)C)C(C)C, ClCCl, N#N, O, On1nnc2ccccc21. The product is CC1(c2ccc(Cn3ccc(NC(=O)c4ncoc4-c4cccc(CCO[Si](C)(C)C(C)(C)C)c4)n3)o2)OCCO1. Reaction SMILES: [C:3]([CH3:4])([CH3:5])([CH3:6])[Si:7]([O:8][CH2:9][CH2:10][c:11]1[cH:12][c:13](-[c:17]2[c:18]([C:22](=[O:23])[OH:24])[n:19][cH:20][o:21]2)[cH:14][cH:15][cH:16]1)([CH3:25])[CH3:26].[CH2:37]([Cl:38])[CH2:39][Cl:40].[CH3:50][C:51]1([c:56]2[cH:57][cH:58][c:59]([CH2:61][n:62]3[n:63][c:64]([NH2:67])[cH:65][cH:66]3)[o:60]2)[O:52][CH2:53][CH2:54][O:55]1.[CH3:71][N:72]([c:73]1[cH:74][cH:75][n:76][cH:77][cH:78]1)[CH3:79].[CH:41]([N:42]([CH2:43][CH3:44])[CH:45]([CH3:46])[CH3:47])([CH3:48])[CH3:49].[Cl:68][CH2:69][Cl:70].[N:1]#[N:2].[OH2:80].[OH:27][n:28]1[c:29]2[c:30]([cH:31][cH:32][cH:33][cH:34]2)[n:35][n:36]1>>[C:3]([CH3:4])([CH3:5])([CH3:6])[Si:7]([O:8][CH2:9][CH2:10][c:11]1[cH:12][c:13](-[c:17]2[c:18]([C:22](=[O:23])[NH:67][c:64]3[n:63][n:62]([CH2:61][c:59]4[cH:58][cH:57][c:56]([C:51]5([CH3:50])[O:52][CH2:53][CH2:54][O:55]5)[o:60]4)[cH:66][cH:65]3)[n:19][cH:20][o:21]2)[cH:14][cH:15][cH:16]1)([CH3:25])[CH3:26]. Starting materials: O=C([O-])[O-], COc1ccc(OCCCCCCSC2=NC(=O)CS2)c(Cl)c1, [K+], [K+], CN(C)C=O, COC(=O)c1nc[nH]c1C(=O)OC. The product is COC(=O)c1ncn(CCCCCCOc2ccc(OC)cc2Cl)c1C(=O)OC. As a reaction SMILES: [C:37](=[O:38])([O-:39])[O-:40].[Cl:14][c:15]1[c:16]([O:17][CH2:18][CH2:19][CH2:20][CH2:21][CH2:22][CH2:23][S:24][C:25]2=[N:30][C:28](=[O:29])[CH2:27][S:26]2)[cH:31][cH:32][c:33]([O:35][CH3:36])[cH:34]1.[K+:41].[K+:42].[O:43]=[CH:44][N:45]([CH3:46])[CH3:47].[nH:1]1[cH:2][n:3][c:4]([C:10](=[O:11])[O:12][CH3:13])[c:5]1[C:6](=[O:7])[O:8][CH3:9]>>[n:1]1([CH2:23][CH2:22][CH2:21][CH2:20][CH2:19][CH2:18][O:17][c:16]2[c:15]([Cl:14])[cH:34][c:33]([O:35][CH3:36])[cH:32][cH:31]2)[cH:2][n:3][c:4]([C:10](=[O:11])[O:12][CH3:13])[c:5]1[C:6](=[O:7])[O:8][CH3:9]. Starting materials: CCOC(=O)C1(CCOC)CCN(C(=O)CCC2CC2)CC1, C[Al+]C, CCCCCCC, [Cl-], Nc1ccc(OC(F)(F)F)cc1. The product is O=C(CCC1CC1)N1CCC2(CC1)CCN(c1ccc(OC(F)(F)F)cc1)C2=O. As a reaction SMILES: [CH2:1]([O:2][C:4](=[O:5])[C:6]1([CH2:19][CH2:20][O:3][CH3:21])[CH2:7][CH2:8][N:9]([C:12]([CH2:13][CH2:14][CH:15]2[CH2:16][CH2:17]2)=[O:18])[CH2:10][CH2:11]1)[CH3:22].[CH3:24][Al+:25][CH3:26].[CH3:39][CH2:40][CH2:41][CH2:42][CH2:43][CH2:44][CH3:45].[Cl-:23].[F:27][C:28]([O:29][c:30]1[cH:31][cH:32][c:33]([NH2:34])[cH:35][cH:36]1)([F:37])[F:38]>>[C:4]1(=[O:5])[C:6]2([CH2:7][CH2:8][N:9]([C:12]([CH2:13][CH2:14][CH:15]3[CH2:16][CH2:17]3)=[O:18])[CH2:10][CH2:11]2)[CH2:19][CH2:20][N:34]1[c:33]1[cH:32][cH:31][c:30]([O:29][C:28]([F:27])([F:37])[F:38])[cH:36][cH:35]1.